From a dataset of the Open Reaction Database (ORD), a public repository of structured organic reaction records. describe an organic reaction: reactants, conditions, products, and yield The reactants are O=C([O-])[O-], Cc1nc(C)n(-c2c(C)nn3c(-c4ccc(O)cc4C)c(C)oc23)n1, COC(=O)C(F)(F)Cl, [K+], [K+], CN(C)C=O. Product: Cc1nc(C)n(-c2c(C)nn3c(-c4ccc(OC(F)F)cc4C)c(C)oc23)n1. Reaction SMILES: [C:26](=[O:27])([O-:28])[O-:29].[CH3:1][c:2]1[n:3][n:4](-[c:8]2[c:9]([CH3:25])[n:10][n:11]3[c:12]2[o:13][c:14]([CH3:24])[c:15]3-[c:16]2[c:17]([CH3:23])[cH:18][c:19]([OH:22])[cH:20][cH:21]2)[c:5]([CH3:7])[n:6]1.[Cl:32][C:33]([C:34]([O:35][CH3:36])=[O:37])([F:38])[F:39].[K+:30].[K+:31].[O:40]=[CH:41][N:42]([CH3:43])[CH3:44]>>[CH3:1][c:2]1[n:3][n:4](-[c:8]2[c:9]([CH3:25])[n:10][n:11]3[c:12]2[o:13][c:14]([CH3:24])[c:15]3-[c:16]2[c:17]([CH3:23])[cH:18][c:19]([O:22][CH:33]([F:38])[F:39])[cH:20][cH:21]2)[c:5]([CH3:7])[n:6]1.